From a dataset of the Open Reaction Database (ORD), a public repository of structured organic reaction records. describe an organic reaction: reactants, conditions, products, and yield Reactants: CC=1N(C(=CC1)C)C=1N=C(C2=C(N1)N(C(C=C2)=O)N2CCCC2)C (2-(2,5-dimethyl-1H-pyrrol-1-yl)-4-methyl-8-(pyrrolidin-1-yl)pyrido[2,3,d]pyrimidin-7(8H)-one). The solvent is O (water). Reaction conditions: temperature 100 celsius, time 3 hour. The product is NC=1N=C(C2=C(N1)N(C(C=C2)=O)N2CCCC2)C (2-Amino-4-methyl-8-pyrrolidin-1-ylpyrido[2,3-d]pyrimidin-7(8H)-one). RXN SMILES: CC1[N:3]([C:8]2[N:9]=[C:10]([CH3:24])[C:11]3[CH:17]=[CH:16][C:15](=[O:18])[N:14]([N:19]4[CH2:23][CH2:22][CH2:21][CH2:20]4)[C:12]=3[N:13]=2)C(C)=CC=1>O>[NH2:3][C:8]1[N:9]=[C:10]([CH3:24])[C:11]2[CH:17]=[CH:16][C:15](=[O:18])[N:14]([N:19]3[CH2:23][CH2:22][CH2:21][CH2:20]3)[C:12]=2[N:13]=1. Procedure: To a microwave vial was added 2-(2,5-dimethyl-1H-pyrrol-1-yl)-4-methyl-8-(pyrrolidin-1-yl)pyrido[2,3,d]pyrimidin-7(8H)-one (530 mg, 1.64 mmol) hydroxamine hydrochloride (1.14 g, 16.4 mmol) ethanol (20 ml) and water (2.92 ml). The vial was capped and refluxed at 100° C. After 3 h, the reaction mixture was concentrated to dryness under reduced pressure and the resulting residue was purified by column chromatography eluted with 10% 7N NH3 in MeOH:CHCl3 to give the desired product weighted 296 mg 74... Solvent: CO (methanol). The reactants are C(C)C=1C=C(N)C=CC1 (3-ethylaniline), CS(=O)(=O)O (methanesulfonic acid). Reaction SMILES: [CH2:1]([C:3]1[CH:4]=[C:5]([CH:7]=[CH:8][CH:9]=1)[NH2:6])[CH3:2].[CH3:10][S:11]([OH:14])(=[O:13])=[O:12]>CO>[S:11]([OH:14])(=[O:13])(=[O:12])[CH3:10].[CH2:1]([C:3]1[CH:4]=[C:5]([CH:7]=[CH:8][CH:9]=1)[NH2:6])[CH3:2] |f:3.4|. The product is S(C)(=O)(=O)O.C(C)C=1C=C(N)C=CC1 (3-ethylaniline mesylate). Procedure: To a solution of 3-ethylaniline (Aldrich, 4.84 g, 40 mmol) in methanol (10 mL) was added methanesulfonic acid (4.4 g, 45 mmol) at 4° C., then the reaction mixture was stirred at 25° C. for 30 minutes to yield a solution with white precipitates. The precipitates were collected by filtration, washed with ether, and dried under vacuum to afford 7.7 g of 3-ethylaniline mesylate (7.7 g, 91% yield). The yield is 88.6%. Reaction conditions: temperature 25 celsius, time 30 minute. Reactants: C(C)(C)(C)OC(C=C)=O (t-butylacrylate), FC(C(C(=O)O)=C)(F)F (2-(trifluoromethyl)acrylic acid), C(C(=C)C)(=O)OCC(C(C(F)(F)F)F)(F)F (2,2,3,4,4,4-hexafluorobutyl methacrylate), CC(C)(C#N)N=NC(C)(C)C#N (AIBN). Run in CC(=O)C (acetone). Product: C(C)(C)(C)OC(C=C)=O.FC(C(C(=O)O)=C)(F)F.C(C(=C)C)(=O)OCC(C(C(F)(F)F)F)(F)F (t-butylacrylate 2-(trifluoromethyl)acrylic acid 2,2,3,4,4,4-hexafluorobutyl methacrylate), Formula 3. Yield: 75.0%. RXN SMILES: [C:1]([O:5][C:6](=[O:9])[CH:7]=[CH2:8])([CH3:4])([CH3:3])[CH3:2].[F:10][C:11]([F:18])([F:17])[C:12](=[CH2:16])[C:13]([OH:15])=[O:14].[C:19]([O:24][CH2:25][C:26]([F:34])([F:33])[CH:27]([F:32])[C:28]([F:31])([F:30])[F:29])(=[O:23])[C:20]([CH3:22])=[CH2:21].CC(N=NC(C#N)(C)C)(C#N)C>CC(C)=O>[C:1]([O:5][C:6](=[O:9])[CH:7]=[CH2:8])([CH3:4])([CH3:3])[CH3:2].[F:10][C:11]([F:18])([F:17])[C:12](=[CH2:16])[C:13]([OH:15])=[O:14].[C:19]([O:24][CH2:25][C:26]([F:33])([F:34])[CH:27]([F:32])[C:28]([F:30])([F:31])[F:29])(=[O:23])[C:20]([CH3:22])=[CH2:21] |f:5.6.7|. Procedure details: 5 g of t-butylacrylate, 2.5 g of 2-(trifluoromethyl)acrylic acid, 2.5 g of 2,2,3,4,4,4-hexafluorobutyl methacrylate and 0.2 g of AIBN were dissolved in 50 g of acetone. The monomers were polymerized at 67° C. for 6 hours. After completion of the polymerization, the polymerization product was precipitated in water, filtered, and dried in a vacuum to give poly(t-butylacrylate-2-(trifluoromethyl)acrylic acid-2,2,3,4,4,4-hexafluorobutyl methacrylate) (yield: 75%) of Formula 3, below: